Task: describe an organic reaction: reactants, conditions, products, and yield. Dataset: the Open Reaction Database (ORD), a public repository of structured organic reaction records Reaction SMILES: O.S.[Na].[CH2:4]([O:11][C:12]1[CH:17]=[CH:16][C:15]([N+:18]([O-])=O)=[CH:14][CH:13]=1)[C:5]1[CH:10]=[CH:9][CH:8]=[CH:7][CH:6]=1>C(O)C>[CH2:4]([O:11][C:12]1[CH:13]=[CH:14][C:15]([NH2:18])=[CH:16][CH:17]=1)[C:5]1[CH:6]=[CH:7][CH:8]=[CH:9][CH:10]=1 |f:0.1.2,^1:2|. Starting materials: O.S.[Na] (Sodium hydrogen sulphide monohydrate), C(C1=CC=CC=C1)OC1=CC=C(C=C1)[N+](=O)[O-] (4-benzyloxynitrobenzene). Procedure details: Sodium hydrogen sulphide monohydrate (40 g) was added to a solution of 4-benzyloxynitrobenzene (25 g) in ethanol (800 ml) and the reaction mixture heated under reflux for four hours. The solvent was removed and the residue was treated with water and extracted into ether. The ether extract was dried and evaporated to give 4-benzyloxyaniline which was purified by extraction with hexane. Yields the product C(C1=CC=CC=C1)OC1=CC=C(N)C=C1 (4-benzyloxyaniline). Run in C(C)O (ethanol). Starting materials: CC(C)(C)S, O=[N+]([O-])c1cc(C(F)(F)F)c(Cl)c2[nH]c(C(F)(F)F)nc12, [K]. Product: CC(C)(C)Sc1c(C(F)(F)F)cc([N+](=O)[O-])c2nc(C(F)(F)F)[nH]c12. Reaction SMILES: [C:23]([CH3:24])([CH3:25])([CH3:26])[SH:27].[Cl:1][c:2]1[c:3]([C:18]([F:19])([F:20])[F:21])[cH:4][c:5]([N+:15](=[O:16])[O-:17])[c:6]2[n:7][c:8]([C:11]([F:12])([F:13])[F:14])[nH:9][c:10]12.[K:22]>>[c:2]1([S:27][C:23]([CH3:24])([CH3:25])[CH3:26])[c:3]([C:18]([F:19])([F:20])[F:21])[cH:4][c:5]([N+:15](=[O:16])[O-:17])[c:6]2[n:7][c:8]([C:11]([F:12])([F:13])[F:14])[nH:9][c:10]12. The reactants are solution, [OH-].[Na+] (NaOH), C1(CC1)C=1C=CC(=C(C(=O)OCC)C1)NC=1C=NC(=C(C1)C)C1=CC=CC=C1 (Ethyl 5-cyclopropyl-2-(5-methyl-6-phenylpyridin-3-ylamino)benzoate). Solvent: CO.N (MeOH NH3), O (water), C(C)O (ethanol). Reaction conditions: temperature 60 celsius. The product is C1(CC1)C=1C=CC(=C(C(=O)O)C1)NC=1C=NC(=C(C1)C)C1=CC=CC=C1 (5-Cyclopropyl-2-(5-methyl-6-phenylpyridin-3-ylamino)benzoic acid). Isolated yield 29.0%. As a reaction SMILES: [CH:1]1([C:4]2[CH:5]=[CH:6][C:7]([NH:15][C:16]3[CH:17]=[N:18][C:19]([C:23]4[CH:28]=[CH:27][CH:26]=[CH:25][CH:24]=4)=[C:20]([CH3:22])[CH:21]=3)=[C:8]([CH:14]=2)[C:9]([O:11]CC)=[O:10])[CH2:3][CH2:2]1.[OH-].[Na+]>C(O)C.O.CO.N>[CH:1]1([C:4]2[CH:5]=[CH:6][C:7]([NH:15][C:16]3[CH:17]=[N:18][C:19]([C:23]4[CH:24]=[CH:25][CH:26]=[CH:27][CH:28]=4)=[C:20]([CH3:22])[CH:21]=3)=[C:8]([CH:14]=2)[C:9]([OH:11])=[O:10])[CH2:3][CH2:2]1 |f:1.2,5.6|. Procedure details: The solid residue obtained in step A was dissolved in ethanol (5 ml) and aqueous solution 2N NaOH (0.67 ml) was added. The mixture was heated at 60° C. for 2 hours, the solvent was evaporated and the solid obtained was suspended in water. The pH was taken to 6.5 and extracted with CHCl3. The crude mixture was purified over a SCX cartridge eluting with MeOH/NH3 10:1 affording 0.070 g (yield 29%) of the expected product.